This data is from the Open Reaction Database (ORD), a public repository of structured organic reaction records. The task is: describe an organic reaction: reactants, conditions, products, and yield Reactants: C(C1=CC=CC=C1)(=O)O[C@H]1C[C@@H]2N(CCN(C2)C2=NC=C(C=N2)F)C1 ((7S,8aS)-2-(5-fluoropyrimidin-2-yl)-1,2,3,4,6,7,8,8a-octahydro-pyrrolo[1,2-a]pyrazin-7-yl benzoate), [OH-].[Na+] (sodium hydroxide). The solvent is CO (methanol). Run at time 30 minute. Yields the product O[C@H]1C[C@@H]2N(CCN(C2)C2=NC=C(C=N2)F)C1 ((7S,8aS)-7-Hydroxy-2-(5-fluoropyrimidin-2-yl)-1,2,3,4,6,7,8,8a-octahydro-pyrrolo[1,2-a]pyrazine). The yield is 83.9%. Reaction SMILES: C([O:9][C@@H:10]1[CH2:25][N:13]2[CH2:14][CH2:15][N:16]([C:18]3[N:23]=[CH:22][C:21]([F:24])=[CH:20][N:19]=3)[CH2:17][C@@H:12]2[CH2:11]1)(=O)C1C=CC=CC=1.[OH-].[Na+]>CO>[OH:9][C@@H:10]1[CH2:25][N:13]2[CH2:14][CH2:15][N:16]([C:18]3[N:19]=[CH:20][C:21]([F:24])=[CH:22][N:23]=3)[CH2:17][C@@H:12]2[CH2:11]1 |f:1.2|. Procedure: A solution of 1.58 g (4.61 mmol) of (7S,8aS)-2-(5-fluoropyrimidin-2-yl)-1,2,3,4,6,7,8,8a-octahydro-pyrrolo[1,2-a]pyrazin-7-yl benzoate (Example 9) in 200 mL of methanol was treated with 50 mL of 15% aqueous sodium hydroxide. After 30 min, the solvent was removed and the residue partitioned between water and ethyl acetate. The layers were separated, the organic phase was dried (magnesium sulfate), filtered and evaporated to give 0.922 g (84%) of the title compound. 13C NMR (CDCl3): δ 39.4, 43.7, ... Reactants: Cl (hydrochloric acid), C(#N)C1=C(C=C(C=C1)I)F (1-cyano-2-fluoro-4-iodobenzene), C(CC)C1=CC=C(C=C1)C#C (4-propylphenylacetylene), cuprous iodide. Reagents/catalysts: [Pd](Cl)Cl.C1(=CC=CC=C1)P(C1=CC=CC=C1)C1=CC=CC=C1.C1(=CC=CC=C1)P(C1=CC=CC=C1)C1=CC=CC=C1 (bis(triphenylphosphine) palladium (II) chloride). Solvent: CN(C=O)C (N,N-dimethylformamide). Yields the product C(CC)C1=CC=C(C=C1)C#CC1=CC(=C(C=C1)C#N)F (4-propyl-3'-fluoro-4'-cyanotolan). Isolated yield 22.8%. As a reaction SMILES: [C:1]([C:3]1[CH:8]=[CH:7][C:6](I)=[CH:5][C:4]=1[F:10])#[N:2].[CH2:11]([C:14]1[CH:19]=[CH:18][C:17]([C:20]#[CH:21])=[CH:16][CH:15]=1)[CH2:12][CH3:13].Cl>CN(C)C=O.[Pd](Cl)Cl.C1(P(C2C=CC=CC=2)C2C=CC=CC=2)C=CC=CC=1.C1(P(C2C=CC=CC=2)C2C=CC=CC=2)C=CC=CC=1>[CH2:11]([C:14]1[CH:15]=[CH:16][C:17]([C:20]#[C:21][C:6]2[CH:7]=[CH:8][C:3]([C:1]#[N:2])=[C:4]([F:10])[CH:5]=2)=[CH:18][CH:19]=1)[CH2:12][CH3:13] |f:4.5.6|. Procedure: 2.1 g of this 1-cyano-2-fluoro-4-iodobenzene was dissolved in 14 ml of N,N-dimethylformamide to which was added 3 mg of bis(triphenylphosphine) palladium (II) chloride and 13 mg of cuprous iodide. Next, 1.2 g of the 4-propylphenylacetylene obtained in step 2 was added and allowed to react at 50 to 60° C for 0.5 hour. After completion of the reaction, 35 ml of 9% hydrochloric acid was added to the reaction solution. After being extracted with chloroform, the crystals were washed with water three ... Reactants: FC(C(=O)OC)(C)C1=NC=CC=C1 (Methyl 2-fluoro-2-pyridin-2-ylpropanoate), C[Si]([O-])(C)C.[K+] (potassium trimethylsilanolate). Solvent: C1CCOC1 (THF). Run at time 3 hour. The product is FC(C(=O)O)(C)C1=NC=CC=C1 (2-Fluoro-2-pyridin-2-ylpropanoic acid). The yield is 94.7%. As a reaction SMILES: [F:1][C:2]([C:8]1[CH:13]=[CH:12][CH:11]=[CH:10][N:9]=1)([CH3:7])[C:3]([O:5]C)=[O:4].C[Si](C)(C)[O-].[K+]>C1COCC1>[F:1][C:2]([C:8]1[CH:13]=[CH:12][CH:11]=[CH:10][N:9]=1)([CH3:7])[C:3]([OH:5])=[O:4] |f:1.2|. Reported procedure: To a solution of 0.89 g (4.9 mmol) of methyl 2-fluoro-2-pyridin-2-ylpropanoate from Step A in 2 mL of anhydrous THF was added 1.3 g (9.7 mmol) of potassium trimethylsilanolate. The mixture was allowed to stir for 3 h at ambient temperature then quenched with 1 mL of trifluoroacetic acid. The volatiles were evaporated in vacuo and the resulting residue was purified by reverse phase HPLC (YMC Pack Pro C18, 100×20 mm I.D. column, 0-60% 0.1% trifluoroacetic acid in acetonitrile/0.1% trifluoroacetic ...